This data is from the Open Reaction Database (ORD), a public repository of structured organic reaction records. The task is: describe an organic reaction: reactants, conditions, products, and yield The reactants are ClC1=CC(=C(C=C1)NC(=O)C1CC(=NN1C1=NC=CC=C1Cl)C1=C(C=CC(=C1)[N+](=O)[O-])S(=O)(=O)[O-])C(NC(C)C1CC1)=O (5-(4-chloro-2-(1-cyclopropylethylcarbamoyl)phenylcarbamoyl)-1-(3-chloropyridin-2-yl)-4,5-dihydro-1H-pyrazol-3-yl-4-nitrobenzene sulfonate), Br (hydrogen bromide), C(C)(=O)OCC (ethyl acetate), [OH-].[Na+] (sodium hydroxide). Run in C(C)(=O)O (acetic acid), O (water). Reaction conditions: time 6 day. The product is ClC1=CC(=C(C=C1)NC(=O)C1CC(=NN1C1=NC=CC=C1Cl)Br)C(NC(C)C1CC1)=O (N-(4-chloro-2-(1-cyclopropylethylcarbamoyl)phenyl)-3-bromo-1-(3-chloropyridin-2-yl)-4,5-dihydro-1H-pyrazole-5-carboxamide). As a reaction SMILES: [Cl:1][C:2]1[CH:7]=[CH:6][C:5]([NH:8][C:9]([CH:11]2[N:15]([C:16]3[C:21]([Cl:22])=[CH:20][CH:19]=[CH:18][N:17]=3)[N:14]=[C:13](C3C=C([N+]([O-])=O)C=CC=3S([O-])(=O)=O)[CH2:12]2)=[O:10])=[C:4]([C:36](=[O:43])[NH:37][CH:38]([CH:40]2[CH2:42][CH2:41]2)[CH3:39])[CH:3]=1.[BrH:44].C(OCC)(=O)C.[OH-].[Na+]>C(O)(=O)C.O>[Cl:1][C:2]1[CH:7]=[CH:6][C:5]([NH:8][C:9]([CH:11]2[N:15]([C:16]3[C:21]([Cl:22])=[CH:20][CH:19]=[CH:18][N:17]=3)[N:14]=[C:13]([Br:44])[CH2:12]2)=[O:10])=[C:4]([C:36](=[O:43])[NH:37][CH:38]([CH:40]2[CH2:42][CH2:41]2)[CH3:39])[CH:3]=1 |f:3.4|. Reported procedure: 400 mg of 5-(4-chloro-2-(1-cyclopropylethylcarbamoyl)phenylcarbamoyl)-1-(3-chloropyridin-2-yl)-4,5-dihydro-1H-pyrazol-3-yl-4-nitrobenzene sulfonate was dissolved in 0.7 mL of acetic acid, and 0.2 mL of a 47 mass % hydrogen bromide aqueous solution was dropwise added, followed by stirring for about 6 days. After completion of the reaction, ethyl acetate, water and 2 mL of 1 N sodium hydroxide were added, followed by stirring and extraction with ethyl acetate. Then, concentration under reduced pre...